This data is from the Open Reaction Database (ORD), a public repository of structured organic reaction records. The task is: describe an organic reaction: reactants, conditions, products, and yield Starting materials: C(C)(=O)N1CCC2=CC(=CC=C12)C(CC(=O)OCC)CCCC (ethyl (R/S) 3-(1-acetyl-2,3-dihydro-1H-indol-5-yl)-heptanoate), Cl (hydrochloric acid). Conditions: temperature 85 celsius. Product: Cl.N1CCC2=CC(=CC=C12)C(CC(=O)O)CCCC ((R/S) 3-(2,3-Dihydro-1H-indol-5-yl)-heptanoic Acid Hydrochloride). As a reaction SMILES: C([N:4]1[C:12]2[C:7](=[CH:8][C:9]([CH:13]([CH2:20][CH2:21][CH2:22][CH3:23])[CH2:14][C:15]([O:17]CC)=[O:16])=[CH:10][CH:11]=2)[CH2:6][CH2:5]1)(=O)C.[ClH:24]>>[ClH:24].[NH:4]1[C:12]2[C:7](=[CH:8][C:9]([CH:13]([CH2:20][CH2:21][CH2:22][CH3:23])[CH2:14][C:15]([OH:17])=[O:16])=[CH:10][CH:11]=2)[CH2:6][CH2:5]1 |f:2.3|. Procedure: A suspension of ethyl (R/S) 3-(1-acetyl-2,3-dihydro-1H-indol-5-yl)-heptanoate [3.95 g, Reference Example 11(b)] in aqueous hydrochloric acid (120 mL, 6M) was heated at 85° C. for 7 hours. After cooling to room temperature the mixture was evaporated. The residue was treated with toluene and the solvent evaporated under reduced pressure (repeated twice more). Final drying in a dessicator afforded the title compound (4.13 g) as an orange-brown oil. LC-MS: RT=3.36 minutes; M (ES+) 248 (MH+). Reactants: FC=1C=C(C=CC1N1CCS(CC1)=O)C1=NOC(C1)CNC(C)=O (N-({3-[3-fluoro-4-(1-oxo-1lambda4,4-thiazinan-4-yl)phenyl}-4,5-dihydro-5-isoxazolyl}methyl)acetamide), O.NN (hydrazine hydrate), CS(=O)C (dimethylsulfoxide). Solvent: [Cl-].[Na+] (sodium chloride). Reaction conditions: temperature 130 celsius. Product: FC=1C=C(C=CC1N1CCS(CC1)=O)C1=NOC(C1)CN (N-({3-[3-fluoro-4-(1-oxo-1lambda4,4-thiazinan-4-yl)phenyl}-4,5-dihydro-5-isoxazolyl}methyl)amine). Yield: 104.4%. RXN SMILES: [F:1][C:2]1[CH:3]=[C:4]([C:15]2[CH2:19][CH:18]([CH2:20][NH:21]C(=O)C)[O:17][N:16]=2)[CH:5]=[CH:6][C:7]=1[N:8]1[CH2:13][CH2:12][S:11](=[O:14])[CH2:10][CH2:9]1.O.NN.CS(C)=O>[Cl-].[Na+]>[F:1][C:2]1[CH:3]=[C:4]([C:15]2[CH2:19][CH:18]([CH2:20][NH2:21])[O:17][N:16]=2)[CH:5]=[CH:6][C:7]=1[N:8]1[CH2:9][CH2:10][S:11](=[O:14])[CH2:12][CH2:13]1 |f:1.2,4.5|. Procedure: 423 mg (1.0 mmole) of N-({3-[3-fluoro-4-(1-oxo-1lambda4,4-thiazinan-4-yl)phenyl}-4,5-dihydro-5-isoxazolyl}methyl)acetamide is combined with 1.5 ml hydrazine hydrate and 1.5 ml dimethylsulfoxide in a 15 ml screw cap pressure tube. The reaction is heated to 130° C. for 24 hours. The mixture is cooled to room temperature, is diluted with 25 ml 50% saturated sodium chloride, and is extracted with 5×20 ml 5% methanol/chloroform. The organics are dried over potassium carbonate and are concentrated in ... Reactants: O=C([O-])[O-], CN(C)C=O, Cc1oc(-c2ccccc2)nc1COc1ccc(CCl)cc1, [K+], [K+], O, COC(=O)Cc1cn(C)nc1O. The product is COC(=O)Cc1cn(C)nc1OCc1ccc(OCc2nc(-c3ccccc3)oc2C)cc1. As a reaction SMILES: [C:35](=[O:36])([O-:37])[O-:38].[CH3:41][N:42]([CH3:43])[CH:44]=[O:45].[Cl:13][CH2:14][c:15]1[cH:16][cH:17][c:18]([O:19][CH2:20][c:21]2[n:22][c:23](-[c:27]3[cH:28][cH:29][cH:30][cH:31][cH:32]3)[o:24][c:25]2[CH3:26])[cH:33][cH:34]1.[K+:39].[K+:40].[OH2:46].[OH:1][c:2]1[n:3][n:4]([CH3:12])[cH:5][c:6]1[CH2:7][C:8](=[O:9])[O:10][CH3:11]>>[O:1]([c:2]1[n:3][n:4]([CH3:12])[cH:5][c:6]1[CH2:7][C:8](=[O:9])[O:10][CH3:11])[CH2:14][c:15]1[cH:16][cH:17][c:18]([O:19][CH2:20][c:21]2[n:22][c:23](-[c:27]3[cH:28][cH:29][cH:30][cH:31][cH:32]3)[o:24][c:25]2[CH3:26])[cH:33][cH:34]1. Reactants: CCOC(=O)c1cccc(C2=CCN(C(=O)OC(C)(C)C)CC2)c1, CCO. Product: CCOC(=O)c1cccc(C2CCN(C(=O)OC(C)(C)C)CC2)c1. Reaction SMILES: [C:1]([CH3:2])([CH3:3])([CH3:4])[O:5][C:6](=[O:7])[N:8]1[CH2:9][CH2:10][C:11]([c:14]2[cH:15][c:16]([C:20](=[O:21])[O:22][CH2:23][CH3:24])[cH:17][cH:18][cH:19]2)=[CH:12][CH2:13]1.[CH3:25][CH2:26][OH:27]>>[C:1]([CH3:2])([CH3:3])([CH3:4])[O:5][C:6](=[O:7])[N:8]1[CH2:9][CH2:10][CH:11]([c:14]2[cH:15][c:16]([C:20](=[O:21])[O:22][CH2:23][CH3:24])[cH:17][cH:18][cH:19]2)[CH2:12][CH2:13]1. The reactants are O=[N+]([O-])c1ccc(F)cc1, C1CC(N2CCOCC2)CCN1. The product is O=[N+]([O-])c1ccc(N2CCC(N3CCOCC3)CC2)cc1. As a reaction SMILES: [F:13][c:14]1[cH:15][cH:16][c:17]([N+:20](=[O:21])[O-:22])[cH:18][cH:19]1.[NH:1]1[CH2:2][CH2:3][CH:4]([N:7]2[CH2:8][CH2:9][O:10][CH2:11][CH2:12]2)[CH2:5][CH2:6]1>>[N:1]1([c:14]2[cH:15][cH:16][c:17]([N+:20](=[O:21])[O-:22])[cH:18][cH:19]2)[CH2:2][CH2:3][CH:4]([N:7]2[CH2:8][CH2:9][O:10][CH2:11][CH2:12]2)[CH2:5][CH2:6]1. Starting materials: CN(C=O)C (N,N-dimethylformamide), C(C(=O)Cl)(=O)Cl (oxalyl chloride), N1=CC=CC2=CC(=CC=C12)C(=O)O (Quinoline-6-carboxylic acid). The solvent is ClCCl (dichloromethane). Reaction conditions: time 2 hour. The product is N1=CC=CC2=CC(=CC=C12)C(=O)Cl (quinoline-6-carbonyl chloride). RXN SMILES: [N:1]1[C:10]2[C:5](=[CH:6][C:7]([C:11]([OH:13])=O)=[CH:8][CH:9]=2)[CH:4]=[CH:3][CH:2]=1.CN(C)C=O.C(Cl)(=O)C([Cl:22])=O>ClCCl>[N:1]1[C:10]2[C:5](=[CH:6][C:7]([C:11]([Cl:22])=[O:13])=[CH:8][CH:9]=2)[CH:4]=[CH:3][CH:2]=1. Procedure details: Quinoline-6-carboxylic acid (1.0 g) was dissolved in dichloromethane. N,N-dimethylformamide (300 μL) and oxalyl chloride (1.2 g) were added to this solution at room temperature and stirred for two hours followed by reflux for 20 minutes. The solvent was removed under the reduced pressure, and quinoline-6-carbonyl chloride was obtained as a crude product, which was then dissolved in dichloromethane. To this solution, 4-(1,1,1,2,3,3,3-heptafluoropropan-2-yl)-2,6-dimethylaniline (1.6 g) dissolved i... The reactants are [Si](C)(C)(C(C)(C)C)OC1=C(C=O)C=C(C=C1O[Si](C)(C)C(C)(C)C)C1=CC=CC=C1 (2,3-Di(tert-butyldimethylsilyloxy)-5-phenylbenzaldehyde), [Br-].COC=1C=C(C[P+](C2=CC=CC=C2)(C2=CC=CC=C2)C2=CC=CC=C2)C=C(C1OC)OC (3,4,5-trimethoxybenzyltriphenylphosphonium bromide), C(CCC)[Li] (butyllithium), solution. The solvent is C(C)(C)(C)OC (tert-butylmethyl ether), O1CCCC1 (tetrahydrofuran), O1CCCC1 (tetrahydrofuran), CCCCCC (hexane). Reaction conditions: temperature 0 celsius, time 20 minute. The product is C1(=CC=CC=C1)C1=CC(=C(C(=C1)\C=C/C1=CC(=C(C(=C1)OC)OC)OC)O[Si](C)(C)C(C)(C)C)O[Si](C)(C)C(C)(C)C (4-Phenyl-6-[(Z)-2-(3,4,5-trimethoxyphenyl)vinyl]-1,2-di(tert-butyldimethylsilyloxy)benzene). Isolated yield 27.5%. As a reaction SMILES: [Br-].[CH3:2][O:3][C:4]1[CH:5]=[C:6]([CH:27]=[C:28]([O:32][CH3:33])[C:29]=1[O:30][CH3:31])[CH2:7][P+](C1C=CC=CC=1)(C1C=CC=CC=1)C1C=CC=CC=1.C([Li])CCC.[Si:39]([O:46][C:47]1[C:54]([O:55][Si:56]([C:59]([CH3:62])([CH3:61])[CH3:60])([CH3:58])[CH3:57])=[CH:53][C:52]([C:63]2[CH:68]=[CH:67][CH:66]=[CH:65][CH:64]=2)=[CH:51][C:48]=1[CH:49]=O)([C:42]([CH3:45])([CH3:44])[CH3:43])([CH3:41])[CH3:40]>O1CCCC1.CCCCCC.C(OC)(C)(C)C>[C:63]1([C:52]2[CH:51]=[C:48](/[CH:49]=[CH:7]\[C:6]3[CH:27]=[C:28]([O:32][CH3:33])[C:29]([O:30][CH3:31])=[C:4]([O:3][CH3:2])[CH:5]=3)[C:47]([O:46][Si:39]([C:42]([CH3:43])([CH3:44])[CH3:45])([CH3:41])[CH3:40])=[C:54]([O:55][Si:56]([C:59]([CH3:62])([CH3:61])[CH3:60])([CH3:57])[CH3:58])[CH:53]=2)[CH:64]=[CH:65][CH:66]=[CH:67][CH:68]=1 |f:0.1|. Reported procedure: A suspension of 3,4,5-trimethoxybenzyltriphenylphosphonium bromide (0.24 g, 0.46 mmol) in tetrahydrofuran (4 mL) was cooled to 0° C. and butyllithium (0.28 mL of a 1.6 N solution in hexane, 0.46 mmol) was added dropwise. The brick red solution was stirred at 0° C. for 20 min, then a solution of 23 (0.13 g, 0.3 mmol) in tetrahydrofuran (2 mL) was added dropwise. The temperature was allowed to rise to room temperature overnight, than the reaction was diluted with tert-butylmethyl ether (ca 100 mL)... Reactants: COC1=C(NC=2NC(C(=CN2)C(=O)OCC)=O)C=C(C=C1)OC (Ethyl 1,6-dihydro-2-(2,5-dimethoxyanilino)-6-oxo-5-pyrimidinecarboxylate), [OH-].[Na+] (sodium hydroxide), O (water). The solvent is C(C)(=O)O (acetic acid). Run at time 1 hour. The product is COC1=C(NC=2NC(C(=CN2)C(=O)O)=O)C=C(C=C1)OC (1,6-dihydro-2-(2,5-dimethoxyanilino)-6-oxo-5-pyrimidinecarboxylic acid). Isolated yield 67.6%. Reaction SMILES: [CH3:1][O:2][C:3]1[CH:21]=[CH:20][C:19]([O:22][CH3:23])=[CH:18][C:4]=1[NH:5][C:6]1[NH:7][C:8](=[O:17])[C:9]([C:12]([O:14]CC)=[O:13])=[CH:10][N:11]=1.[OH-].[Na+].O>C(O)(=O)C>[CH3:1][O:2][C:3]1[CH:21]=[CH:20][C:19]([O:22][CH3:23])=[CH:18][C:4]=1[NH:5][C:6]1[NH:7][C:8](=[O:17])[C:9]([C:12]([OH:14])=[O:13])=[CH:10][N:11]=1 |f:1.2|. Procedure: Ethyl 1,6-dihydro-2-(2,5-dimethoxyanilino)-6-oxo-5-pyrimidinecarboxylate (6 g) and sodium hydroxide (2 g) are added to water (100 ml), and the mixture is refluxed with stirring for 1 hour. After cooling, the reaction mixture is acidified with acetic acid, and the resulting solid is collected by filtration and recrystallized from DMF. The precipitate is collected by filtration and added to water (50 ml), and the mixture is refluxed with stirring for 1 hour. After cooling, the resulting product is...